From a dataset of the Open Reaction Database (ORD), a public repository of structured organic reaction records. describe an organic reaction: reactants, conditions, products, and yield Reactants: BrCc1ccccc1, C1CCOC1, [H-], NC(CO)Cc1ccccc1, [Na+]. Yields the product NC(COCc1ccccc1)Cc1ccccc1. Reaction SMILES: [Br:14][CH2:15][c:16]1[cH:17][cH:18][cH:19][cH:20][cH:21]1.[CH2:22]1[O:23][CH2:24][CH2:25][CH2:26]1.[H-:12].[NH2:1][CH:2]([CH2:3][c:4]1[cH:5][cH:6][cH:7][cH:8][cH:9]1)[CH2:10][OH:11].[Na+:13]>>[NH2:1][CH:2]([CH2:3][c:4]1[cH:5][cH:6][cH:7][cH:8][cH:9]1)[CH2:10][O:11][CH2:15][c:16]1[cH:17][cH:18][cH:19][cH:20][cH:21]1. The reactants are resultant mixture, ice water, C1(=CC=CC=C1)S (Thiophenol), C([O-])([O-])=O.[K+].[K+] (potassium carbonate), ClC1=CC=C(C=C1)C(C)=O (4'-chloroacetophenone). The solvent is CN(C)C=O (DMF). Reported procedure: Thiophenol (184 g) was gradually added dropwise to a suspension of 196 g of anhydrous potassium carbonate in 1,000 ml of DMF at room temperature, followed by dropwise addition of 200 g of 4'-chloroacetophenone. The resultant mixture was stirred with heating overnight at 100° C. The reaction mixture was poured into 2,000 ml of ice water and extracted with ethyl acetate. The ethyl acetate layer was washed with water and dried over anhydrous magnesium sulfate, and the solvent was distilled off unde... RXN SMILES: [C:1]1([SH:7])[CH:6]=[CH:5][CH:4]=C[CH:2]=1.[C:8](=O)([O-])[O-].[K+].[K+].Cl[C:15]1[CH:20]=[CH:19][C:18]([C:21](=O)[CH3:22])=[CH:17][CH:16]=1>CN(C=O)C>[C:18]1([C:21]2[CH:22]=[CH:8][C:6]([C:1](=[S:7])[CH3:2])=[CH:5][CH:4]=2)[CH:19]=[CH:20][CH:15]=[CH:16][CH:17]=1 |f:1.2.3|. Yield: 81.6%. Product: C1(=CC=CC=C1)C1=CC=C(C=C1)C(C)=S (4'-phenylthioacetophenone). Reaction conditions: temperature 100 celsius. The reactants are ClC1=C2C(=NC=C1)C=C(O2)C2=CC(=CC(=C2)C)C (7-chloro-2-(3,5-dimethylphenyl)furo[3,2-b]pyridine), CC1=C2C=CNC2=CC=C1N (4-methyl-1H-indol-5-ylamine). The product is CC=1C=C(C=C(C1)C)C1=CC2=NC=CC(=C2O1)NC=1C(=C2C=CNC2=CC1)C ([2-(3,5-Dimethyl-phenyl)-furo[3,2-b]pyridin-7-yl]-(4-methyl-1H-indol-5-yl)-amine), solid. Isolated yield 67.0%. Reaction SMILES: Cl[C:2]1[CH:7]=[CH:6][N:5]=[C:4]2[CH:8]=[C:9]([C:11]3[CH:16]=[C:15]([CH3:17])[CH:14]=[C:13]([CH3:18])[CH:12]=3)[O:10][C:3]=12.[CH3:19][C:20]1[C:28]([NH2:29])=[CH:27][CH:26]=[C:25]2[C:21]=1[CH:22]=[CH:23][NH:24]2>>[CH3:18][C:13]1[CH:12]=[C:11]([C:9]2[O:10][C:3]3[C:4](=[N:5][CH:6]=[CH:7][C:2]=3[NH:29][C:28]3[C:20]([CH3:19])=[C:21]4[C:25](=[CH:26][CH:27]=3)[NH:24][CH:23]=[CH:22]4)[CH:8]=2)[CH:16]=[C:15]([CH3:17])[CH:14]=1. Procedure details: The title compound was prepared by procedure E using 7-chloro-2-(3,5-dimethylphenyl)furo[3,2-b]pyridine (26.00 mg; 0.10 mmol; 1.00 eq.) instead of 7-chloro-2-(3,4,5-trimethoxyphenyl)furo[3,2-b]pyridine, and 4-methyl-1H-indol-5-ylamine (15.49 mg; 0.11 mmol; 1.05 eq.) instead of 6-amino-2,2-difluoro-4H-benzo[1,4]oxazin-3-one, and was obtained as a beige solid (25 mg, 67%). (HPLC (method F): 96%, RT: 4.45 min); 1H NMR (500 MHz, DMSO-d6) δ [ppm] 11.15 (s, 1H), 8.54 (s, 1H), 7.95 (d, J=5.5, 1H), 7.50... The reactants are NC1=NC(=NC(=C1Cl)C)C (4-amino-5-chloro-2,6-dimethylpyrimidine), C1(=CC=CC=C1)C (toluene), CC(C)([O-])C.[K+] (potassium tert-butoxide), C(C1=CC=CC=C1)OC1=C(C=C(CCl)C=C1)OC(F)F (4-benzyloxy-3-(1,1-difluoromethoxy)benzyl chloride). Solvent: C(C)(C)(C)O (tert-butanol). Product: C(C1=CC=CC=C1)OC1=C(C=C(CNC2=NC(=NC(=C2Cl)C)C)C=C1)OC(F)F ([4-Benzyloxy-3-(1,1-difluoromethoxy)benzyl](5-chloro-2,6-dimethylpyrimidin-4-yl)amine). RXN SMILES: [NH2:1][C:2]1[C:7]([Cl:8])=[C:6]([CH3:9])[N:5]=[C:4]([CH3:10])[N:3]=1.CC(C)([O-])C.[K+].[CH2:17]([O:24][C:25]1[CH:32]=[CH:31][C:28]([CH2:29]Cl)=[CH:27][C:26]=1[O:33][CH:34]([F:36])[F:35])[C:18]1[CH:23]=[CH:22][CH:21]=[CH:20][CH:19]=1.C1(C)C=CC=CC=1>C(O)(C)(C)C>[CH2:17]([O:24][C:25]1[CH:32]=[CH:31][C:28]([CH2:29][NH:1][C:2]2[C:7]([Cl:8])=[C:6]([CH3:9])[N:5]=[C:4]([CH3:10])[N:3]=2)=[CH:27][C:26]=1[O:33][CH:34]([F:35])[F:36])[C:18]1[CH:19]=[CH:20][CH:21]=[CH:22][CH:23]=1 |f:1.2|. Procedure: In analogy to the method described in example A5, 3.8 g (22.7 mmol) of 4-amino-5-chloro-2,6-dimethylpyrimidine, 2.8 g (25 mmol) of potassium tert-butoxide and 6.8 g (22.7 mmol) of 4-benzyloxy-3-(1,1-difluoromethoxy)benzyl chloride are reacted in 15 ml of tert-butanol and 15 ml of toluene and the product is worked up. After chromatography on silica gel (mobile phase: toluene/dioxane=5:1), the title compound is obtained as a viscous, colorless oil. 1H NMR spectrum (CDCl3, δ ppm): 7.5-7.3 (m, 5H), ... The reactants are CN(C)C=O (DMF), BrC=1C=C2C(=C(N(C(C2=CC1)=O)CC1=CC=C(C=C1)S(=O)(=O)C)C(=O)O)C1=CC=CC=C1 (6-bromo-2-(4-methanesulfonylbenzyl)-1-oxo-4-phenyl-1,2-dihydroisoquinoline-3-carboxylic acid), C(C(=O)Cl)(=O)Cl (oxalyl chloride). The solvent is C1CCOC1 (THF). Reaction conditions: time 30 minute. Product: BrC=1C=C2C(=C(N(C(C2=CC1)=O)CC1=CC=C(C=C1)S(=O)(=O)C)CO)C1=CC=CC=C1 (6-bromo-3-hydroxymethyl-2-(4-methanesulfonylbenzyl)-4-phenyl-2H-isoquinolin-1-one). Isolated yield 99.1%. Reaction SMILES: CN(C=O)C.[Br:6][C:7]1[CH:8]=[C:9]2[C:14](=[CH:15][CH:16]=1)[C:13](=[O:17])[N:12]([CH2:18][C:19]1[CH:24]=[CH:23][C:22]([S:25]([CH3:28])(=[O:27])=[O:26])=[CH:21][CH:20]=1)[C:11]([C:29](O)=[O:30])=[C:10]2[C:32]1[CH:37]=[CH:36][CH:35]=[CH:34][CH:33]=1.C(Cl)(=O)C(Cl)=O>C1COCC1>[Br:6][C:7]1[CH:8]=[C:9]2[C:14](=[CH:15][CH:16]=1)[C:13](=[O:17])[N:12]([CH2:18][C:19]1[CH:20]=[CH:21][C:22]([S:25]([CH3:28])(=[O:26])=[O:27])=[CH:23][CH:24]=1)[C:11]([CH2:29][OH:30])=[C:10]2[C:32]1[CH:33]=[CH:34][CH:35]=[CH:36][CH:37]=1. Reported procedure: DMF (0.1 ml) was added to a suspension of 6-bromo-2-(4-methanesulfonylbenzyl)-1-oxo-4-phenyl-1,2-dihydroisoquinoline-3-carboxylic acid (5.5 g) in THF (55 ml), and oxalyl chloride (1.9 ml) was added dropwise under ice-cooling. The reaction mixture was allowed to warm to room temperature, stirred for 30 min., and concentrated under reduced pressure. The residue was suspended in a mixture of THF (90 ml) and 1,2-dimethoxyethane (90 ml), and under ice-cooling sodium borohydride (1.62 g) and methanol ...